Dataset: the Open Reaction Database (ORD), a public repository of structured organic reaction records. Task: describe an organic reaction: reactants, conditions, products, and yield Reactants: CC1=CN=C(S1)C(=O)O (5-Methyl-1,3-thiazole-2-carboxylic acid), N[C@@H](CN1N=C(C=C1)C1=CC(=C(C#N)C=C1)Cl)C ((R)-4-(1-(2-aminopropyl)-1H-pyrazol-3-yl)-2-chlorobenzonitrile). The product is ClC=1C=C(C=CC1C#N)C1=NN(C=C1)C[C@@H](C)NC(=O)C=1SC(=CN1)C ((R)—N-(1-(3-(3-chloro-4-cyanophenyl)-1H-pyrazol-1-yl)propan-2-yl)-5-methylthiazole-2-carboxamide). Isolated yield 54.6%. RXN SMILES: [CH3:1][C:2]1[S:6][C:5]([C:7]([OH:9])=O)=[N:4][CH:3]=1.[NH2:10][C@H:11]([CH3:27])[CH2:12][N:13]1[CH:17]=[CH:16][C:15]([C:18]2[CH:25]=[CH:24][C:21]([C:22]#[N:23])=[C:20]([Cl:26])[CH:19]=2)=[N:14]1>>[Cl:26][C:20]1[CH:19]=[C:18]([C:15]2[CH:16]=[CH:17][N:13]([CH2:12][C@H:11]([NH:10][C:7]([C:5]3[S:6][C:2]([CH3:1])=[CH:3][N:4]=3)=[O:9])[CH3:27])[N:14]=2)[CH:25]=[CH:24][C:21]=1[C:22]#[N:23]. Procedure details: 5-Methyl-1,3-thiazole-2-carboxylic acid (55 mg, 0.38 mmol) was coupled with (R)-4-(1-(2-aminopropyl)-1H-pyrazol-3-yl)-2-chlorobenzonitrile (100 mg, 0.38 mmol) using the method of Example 34(d). Crude product was purified by CombiFlash (column: C-18 silica, eluent: 0-100% MeCN in water) to obtain 80 mg (54%) of the title compound. 1H-NMR (400 MHz; CDCl3): δ 1.24 (d, 3H), 2.55 (d, 3H), 4.26 (dd, 1H), 4.45 (dd, 1H), 4.51-4.62 (m, 1H), 6.63 (d, 1H), 7.49 (d, 1H), 7.60 (dd, 1H), 7.68 (d, 1H), 7.79 (d... Starting materials: FC=1C=C(C=CC1[N+](=O)[O-])N1N=CN=C1 (1-(3-Fluoro-4-nitrophenyl)-1H-1,2,4-triazole). The reagents and catalysts are [Pd] (Pd/C). Run in C(C)O (ethanol). Reaction conditions: time 1 hour. The product is NC1=C(C=C(C=C1)N1N=CN=C1)F (1-(4-amino-3-fluorophenyl)-1H-1,2,4-triazole). Yield: 64.1%. As a reaction SMILES: [F:1][C:2]1[CH:3]=[C:4]([N:11]2[CH:15]=[N:14][CH:13]=[N:12]2)[CH:5]=[CH:6][C:7]=1[N+:8]([O-])=O>C(O)C.[Pd]>[NH2:8][C:7]1[CH:6]=[CH:5][C:4]([N:11]2[CH:15]=[N:14][CH:13]=[N:12]2)=[CH:3][C:2]=1[F:1]. Reported procedure: 1-(3-Fluoro-4-nitrophenyl)-1H-1,2,4-triazole (3.06 g) was dissolved in ethanol (100 ml) and admixed with 10% Pd/C (50% water, 612 mg) and then stirred under a hydrogen atmosphere at room temperature for 1 hour. After filtering the catalyst off, the filtrate was concentrated under reduced pressure. The residue was diluted with ethyl acetate, and the resultant solution as washed successively with water and saturated brine, and dried over magnesium sulfate. The solvent was distilled off under reduc...